Dataset: the Open Reaction Database (ORD), a public repository of structured organic reaction records. Task: describe an organic reaction: reactants, conditions, products, and yield The reactants are O (water), COC1=C(C=O)C=CC(=C1)C(F)(F)F (2-methoxy-4-(trifluoromethyl)benzaldehyde), Cl(=O)[O-].[Na+] (sodium chlorite), P(=O)(O)(O)[O-].[Na+] (sodium dihydrogenphosphate). Run in CS(=O)C (dimethyl sulfoxide). Reaction conditions: time 3 day. Yields the product COC1=C(C(=O)O)C=CC(=C1)C(F)(F)F (2-methoxy-4-(trifluoromethyl)benzoic acid). Isolated yield 27.2%. As a reaction SMILES: [CH3:1][O:2][C:3]1[CH:10]=[C:9]([C:11]([F:14])([F:13])[F:12])[CH:8]=[CH:7][C:4]=1[CH:5]=[O:6].P([O-])(O)(O)=[O:16].[Na+].Cl([O-])=O.[Na+].O>CS(C)=O>[CH3:1][O:2][C:3]1[CH:10]=[C:9]([C:11]([F:12])([F:13])[F:14])[CH:8]=[CH:7][C:4]=1[C:5]([OH:16])=[O:6] |f:1.2,3.4|. Procedure details: 3.0 g of 2-methoxy-4-(trifluoromethyl)benzaldehyde was dissolved in 50 ml dimethyl sulfoxide and an aqueous solution (20 ml) of 1.6 g sodium dihydrogenphosphate, followed by adding dropwise an aqueous solution (30 ml) of 8.0 g sodium chlorite thereinto. After stirring at room temperature for 3 days, water was added thereto, followed by extracting with ethyl acetate. The extract was washed with brine, dried over anhydrous magnesium sulfate and the solvent was evaporated. The residue was subjected... Solvent: CC#N (CH3CN), O (water). Procedure: A mixture of EXAMPLE 388A (0.65 g), (E)-2-(2-ethoxyvinyl)-4,4,5,5-tetramethyl-1,3,2-dioxaborolane (0.735 g), palladium acetate (0.013 g), dicyclohexyl(2′,6′-dimethoxybiphenyl-2-yl)phosphine (0.057 g), and potassium phosphate (0.788 g) in CH3CN (9 ml) and water (6 mL) was heated at reflux overnight. After it cooled to room temperature, the reaction mixture was partitioned between water and ethyl acetate. The aqueous layer was extracted with additional ethyl acetate three times. The combined organ... Reagents/catalysts: C(C)(=O)[O-].[Pd+2].C(C)(=O)[O-] (palladium acetate). Reactants: BrC=1C=C(C=NC1NCC1CCOCC1)S(=O)(=O)N (5-bromo-6-((tetrahydro-2H-pyran-4-yl)methylamino)pyridine-3-sulfonamide), C(C)O/C=C/B1OC(C(O1)(C)C)(C)C ((E)-2-(2-ethoxyvinyl)-4,4,5,5-tetramethyl-1,3,2-dioxaborolane), C1(CCCCC1)P(C1=C(C=CC=C1)C1=C(C=CC=C1OC)OC)C1CCCCC1 (dicyclohexyl(2′,6′-dimethoxybiphenyl-2-yl)phosphine), P(=O)([O-])([O-])[O-].[K+].[K+].[K+] (potassium phosphate). The product is C(C)O/C=C/C=1C=C(C=NC1NCC1CCOCC1)S(=O)(=O)N ((E)-5-(2-ethoxyvinyl)-6-((tetrahydro-2H-pyran-4-yl)methylamino)pyridine-3-sulfonamide). As a reaction SMILES: Br[C:2]1[CH:3]=[C:4]([S:16]([NH2:19])(=[O:18])=[O:17])[CH:5]=[N:6][C:7]=1[NH:8][CH2:9][CH:10]1[CH2:15][CH2:14][O:13][CH2:12][CH2:11]1.[CH2:20]([O:22]/[CH:23]=[CH:24]/B1OC(C)(C)C(C)(C)O1)[CH3:21].C1(P(C2CCCCC2)C2C=CC=CC=2C2C(OC)=CC=CC=2OC)CCCCC1.P([O-])([O-])([O-])=O.[K+].[K+].[K+]>CC#N.O.C([O-])(=O)C.[Pd+2].C([O-])(=O)C>[CH2:23]([O:22]/[CH:20]=[CH:21]/[C:2]1[CH:3]=[C:4]([S:16]([NH2:19])(=[O:18])=[O:17])[CH:5]=[N:6][C:7]=1[NH:8][CH2:9][CH:10]1[CH2:15][CH2:14][O:13][CH2:12][CH2:11]1)[CH3:24] |f:3.4.5.6,9.10.11|.